This data is from the Open Reaction Database (ORD), a public repository of structured organic reaction records. The task is: describe an organic reaction: reactants, conditions, products, and yield Reactants: OO (H2O2), [OH-].[Na+] (NaOH), solution, OO (H2O2), [OH-].[Na+] (NaOH), CS(=O)C (DMSO), C(#N)C=1N=CC(=NC1NC1=CC=C(C=C1)C1CCN(CC1)C1CCCC1)N1[C@@H]([C@@H](CCC1)NC(OC(C)(C)C)=O)C (tert-butyl (2R,3R)-1-(5-cyano-6-(4-(1-cyclopentylpiperidin-4-yl)phenylamino)pyrazin-2-yl)-2-methylpiperidin-3-ylcarbamate), TEA. Solvent: CC#N (MeCN), CO (MeOH). Reaction conditions: temperature 0 celsius, time 1 hour. Yields the product C(N)(=O)C=1N=CC(=NC1NC1=CC=C(C=C1)C1CCN(CC1)C1CCCC1)N1[C@@H]([C@@H](CCC1)NC(OC(C)(C)C)=O)C (tert-butyl (2R,3R)-1-(5-carbamoyl-6-(4-(1-cyclopentylpiperidin-4-yl)phenylamino)pyrazin-2-yl)-2-methylpiperidin-3-ylcarbamate). Isolated yield 97.0%. RXN SMILES: [C:1]([C:3]1[N:4]=[CH:5][C:6]([N:27]2[CH2:32][CH2:31][CH2:30][C@@H:29]([NH:33][C:34](=[O:40])[O:35][C:36]([CH3:39])([CH3:38])[CH3:37])[C@H:28]2[CH3:41])=[N:7][C:8]=1[NH:9][C:10]1[CH:15]=[CH:14][C:13]([CH:16]2[CH2:21][CH2:20][N:19]([CH:22]3[CH2:26][CH2:25][CH2:24][CH2:23]3)[CH2:18][CH2:17]2)=[CH:12][CH:11]=1)#[N:2].CS(C)=[O:44].OO.[OH-].[Na+]>CO.CC#N>[C:1]([C:3]1[N:4]=[CH:5][C:6]([N:27]2[CH2:32][CH2:31][CH2:30][C@@H:29]([NH:33][C:34](=[O:40])[O:35][C:36]([CH3:37])([CH3:39])[CH3:38])[C@H:28]2[CH3:41])=[N:7][C:8]=1[NH:9][C:10]1[CH:15]=[CH:14][C:13]([CH:16]2[CH2:21][CH2:20][N:19]([CH:22]3[CH2:23][CH2:24][CH2:25][CH2:26]3)[CH2:18][CH2:17]2)=[CH:12][CH:11]=1)(=[O:44])[NH2:2] |f:3.4|. Procedure: tert-Butyl (2R,3R)-1-(5-cyano-6-(4-(1-cyclopentylpiperidin-4-yl)phenylamino)pyrazin-2-yl)-2-methylpiperidin-3-ylcarbamate (312) (430 mg, 0.74 mmol) was dissolved in MeOH (25 mL), DMSO (4.4 mL), and TEA (0.22 mL, 1.6 mmol). The solution was cooled to 0° C., and a pre-mixed solution of 30% H2O2 (175 μL, 1.5 mmol) and 4N NaOH (384 μL, 1.5 mmol) was added. The reaction was stirred for 1 hour at 0° C. An additional amount of the pre-mixed solution 30% H2O2 (175 μL, 1.5 mmol) and 4N NaOH (384 μL, 1.5 ... The reactants are BrB(Br)Br, COc1ccc(-n2c(Br)c(C#N)c3ccccc32)cc1, ClCCl. The product is N#Cc1c(Br)n(-c2ccc(O)cc2)c2ccccc12. Reaction SMILES: [B:21]([Br:22])([Br:23])[Br:24].[Br:1][c:2]1[n:3](-[c:13]2[cH:14][cH:15][c:16]([O:19][CH3:20])[cH:17][cH:18]2)[c:4]2[cH:5][cH:6][cH:7][cH:8][c:9]2[c:10]1[C:11]#[N:12].[Cl:25][CH2:26][Cl:27]>>[Br:1][c:2]1[n:3](-[c:13]2[cH:14][cH:15][c:16]([OH:19])[cH:17][cH:18]2)[c:4]2[cH:5][cH:6][cH:7][cH:8][c:9]2[c:10]1[C:11]#[N:12]. The reactants are C(C)(C)(C)OC(=O)N1CCC(CC1)N1[C@@H](CCC1)CO (4-((S)-2-hydroxymethyl-pyrrolidin-1-yl)-piperidine-1-carboxylic acid tert-butyl ester), C(C)(C)(C)OC(=O)N1CCC(CC1)N1[C@@H](CCC1)CO (4-((S)-2-hydroxymethyl-pyrrolidin-1-yl)-piperidine-1-carboxylic acid tert-butyl ester), Cl (hydrochloric acid). Solvent: CCO (EtOH), O1CCOCC1 (1,4-dioxane). Reaction conditions: temperature 100 celsius, time 2 hour. Product: Cl.Cl.N1CCC(CC1)N1[C@@H](CCC1)CO (((S)-1-Piperidin-4-yl-pyrrolidin-2-yl)-methanol di-hydrochloride). The yield is 81.8%. RXN SMILES: C(OC([N:8]1[CH2:13][CH2:12][CH:11]([N:14]2[CH2:18][CH2:17][CH2:16][C@H:15]2[CH2:19][OH:20])[CH2:10][CH2:9]1)=O)(C)(C)C.[ClH:21]>CCO.O1CCOCC1>[ClH:21].[ClH:21].[NH:8]1[CH2:9][CH2:10][CH:11]([N:14]2[CH2:18][CH2:17][CH2:16][C@H:15]2[CH2:19][OH:20])[CH2:12][CH2:13]1 |f:4.5.6|. Procedure details: A solution of 3.00 g (10.5 mmol) of 4-((S)-2-hydroxymethyl-pyrrolidin-1-yl)-piperidine-1-carboxylic acid tert-butyl ester (intermediate 3A) in 70 ml of EtOH was treated at RT with 5.27 ml (21.1 mmol) of hydrochloric acid in 1,4-dioxane (4 molar) and the mixture was heated up to 100° C. After two hours, the solvents were evaporated and the residue was re-crystallized from MeOH/MeCN and Et2O to give 2.21 g (82%) of the title compound as colorless solid. MS: 185.2 (MH+). Reactants: C([O-])(O)=O.[Na+] (sodium bicarbonate), [K+].C1(=CC=C(C=C1)S(=O)([O-])=S)C (para-toluenethiosulphonic acid potassium salt), COC(CCCBr)(OC)OC (trimethyl 4-bromoorthobutyrate), C1COCCOCCOCCOCCOCCO1 (18-crown-6). Solvent: O1CCCC1 (tetrahydrofuran). Run at time 3 day. Yields the product C1(=CC=C(C=C1)S(=O)(OCCCC(OC)(OC)OC)=S)C (4,4,4-Trimethoxybutyl para-toluenethiosulphonate). Isolated yield 89.3%. As a reaction SMILES: [K+].[C:2]1([CH3:12])[CH:7]=[CH:6][C:5]([S:8](=[S:11])([O-:10])=[O:9])=[CH:4][CH:3]=1.[CH3:13][O:14][C:15]([O:22][CH3:23])([O:20][CH3:21])[CH2:16][CH2:17][CH2:18]Br.C1OCCOCCOCCOCCOCCOC1.C(=O)(O)[O-].[Na+]>O1CCCC1>[C:2]1([CH3:12])[CH:3]=[CH:4][C:5]([S:8](=[S:11])([O:10][CH2:18][CH2:17][CH2:16][C:15]([O:22][CH3:23])([O:20][CH3:21])[O:14][CH3:13])=[O:9])=[CH:6][CH:7]=1 |f:0.1,4.5|. Procedure details: A suspension of para-toluenethiosulphonic acid potassium salt (8.77 g), trimethyl 4-bromoorthobutyrate (8.00 g) and 18-crown-6 (10.24 g) in anhydrous tetrahydrofuran (60 ml) was ultrasonicated for 5 minutes then stirred at room temperature for 3 days. The mixture was poured into saturated aqueous sodium bicarbonate solution (200 ml) and extracted with ether (2×200 ml). The organic extracts were dried over anhydrous sodium sulfate, filtered and evaporated under reduced pressure to give the subtit... Isolated yield 144.7%. The solvent is O1CCCC1 (tetrahydrofuran). Product: C1(=CC=CC=C1)[C@H](C)NC(OC=1C=C2C=CN(C2=CC1)N(C1=CC=NC=C1)CCC)=O ((S)-(-)-1-(Propyl-4-pyridinylamino)-1H-indol-5-yl 1-phenylethylcarbamate). As a reaction SMILES: [CH2:1]([N:4]([C:15]1[CH:20]=[CH:19][N:18]=[CH:17][CH:16]=1)[N:5]1[C:13]2[C:8](=[CH:9][C:10]([OH:14])=[CH:11][CH:12]=2)[CH:7]=[CH:6]1)[CH2:2][CH3:3].[C:21](=O)([O-])[O-].[K+].[K+].C[C@:28]1([CH:37]=[CH:36][CH:35]=[CH:34][CH2:33]1)[CH2:29][N:30]=[C:31]=[O:32]>O1CCCC1>[C:28]1([C@@H:29]([NH:30][C:31](=[O:32])[O:14][C:10]2[CH:9]=[C:8]3[C:13](=[CH:12][CH:11]=2)[N:5]([N:4]([CH2:1][CH2:2][CH3:3])[C:15]2[CH:20]=[CH:19][N:18]=[CH:17][CH:16]=2)[CH:6]=[CH:7]3)[CH3:21])[CH:33]=[CH:34][CH:35]=[CH:36][CH:37]=1 |f:1.2.3|. The reactants are C(CC)N(N1C=CC2=CC(=CC=C12)O)C1=CC=NC=C1 (1-(propyl-4-pyridinylamino)-1H-indol-5-ol), C([O-])([O-])=O.[K+].[K+] (potassium carbonate), C[C@]1(CN=C=O)CC=CC=C1 ((S)-(-)-1-methylbenzyl isocyanate). Run at time 1 hour. Procedure details: To 1-(propyl-4-pyridinylamino)-1H-indol-5-ol (1.75 g) in 30 ml of tetrahydrofuran was added potassium carbonate (milled, 0.912 g) followed by (S)-(-)-1-methylbenzyl isocyanate (0.97 g), and the reaction was allowed to proceed for one hour. The reaction mixture was filtered and the filtrate concentrated to yield an oil (3.9 g) which was eluted with 5% methanol in dichloromethane (DCM) on a silica gel column via HPLC. The desired fractions were concentrated to yield a solid 2.6 g, m.p. 78°-80° C. The reactants are C(C)OC(C=CC(=CC1=C(C=C(C=C1)Cl)Cl)C)=O (5-(2,4-Dichlorophenyl)-4-methylpenta-2,4-dienoic acid ethyl ester), [OH-].[Na+] (NaOH). Solvent: CCO (EtOH). Reaction conditions: temperature 50 celsius. Product: ClC1=C(C=CC(=C1)Cl)C=C(C=CC(=O)O)C (5-(2,4-dichlorophenyl)-4-methylpenta-2,4-dienoic acid). Isolated yield 9.4%. Reaction SMILES: C([O:3][C:4](=[O:18])[CH:5]=[CH:6][C:7]([CH3:17])=[CH:8][C:9]1[CH:14]=[CH:13][C:12]([Cl:15])=[CH:11][C:10]=1[Cl:16])C.[OH-].[Na+]>CCO>[Cl:16][C:10]1[CH:11]=[C:12]([Cl:15])[CH:13]=[CH:14][C:9]=1[CH:8]=[C:7]([CH3:17])[CH:6]=[CH:5][C:4]([OH:18])=[O:3] |f:1.2|. Procedure: 5-(2,4-Dichlorophenyl)-4-methylpenta-2,4-dienoic acid ethyl ester (2.37 g, 0.083 mol) was suspended in EtOH (50 mL). 2 N NaOH (13 mL, 3 eq) was added and the mixture was heated at 50° C. for 1 hour. The mixture was cooled to room temperature and acidified to pH 1. The resulting solid was collected to give 2 g of 5-(2,4-dichlorophenyl)-4-methylpenta-2,4-dienoic acid.